From a dataset of the Open Reaction Database (ORD), a public repository of structured organic reaction records. describe an organic reaction: reactants, conditions, products, and yield The reactants are CNC(=O)CBr, CC#N, [K+], [K+], O=C([O-])[O-], NS(=O)(=O)c1ccccc1O. The product is CNC(=O)COc1ccccc1S(N)(=O)=O. Reaction SMILES: [Br:12][CH2:13][C:14](=[O:15])[NH:16][CH3:17].[CH3:24][C:25]#[N:26].[K+:18].[K+:19].[O-:20][C:21]([O-:22])=[O:23].[OH:1][c:2]1[c:3]([S:8]([NH2:9])(=[O:10])=[O:11])[cH:4][cH:5][cH:6][cH:7]1>>[O:1]([c:2]1[c:3]([S:8]([NH2:9])(=[O:10])=[O:11])[cH:4][cH:5][cH:6][cH:7]1)[CH2:13][C:14](=[O:15])[NH:16][CH3:17].